Dataset: the Open Reaction Database (ORD), a public repository of structured organic reaction records. Task: describe an organic reaction: reactants, conditions, products, and yield The reactants are C(=O)(O)CCCC\C=C/C1C(C=CC1O)=O (2-(6-carboxy-2-cis-hexenyl)-3-hydroxycyclopent-4-en-1-one), [OH-].[Na+] (sodium hydroxide). The product is C(=O)(O)CCCC\C=C/C=1C(CC(C1)O)=O (2-(6-carboxy-2-cis-hexenyl)-4-hydroxycyclopent-2-en-1-one). RXN SMILES: [C:1]([CH2:4][CH2:5][CH2:6][CH2:7]/[CH:8]=[CH:9]\[CH:10]1[CH:14]([OH:15])[CH:13]=[CH:12][C:11]1=O)([OH:3])=[O:2].[OH-:17].[Na+]>>[C:1]([CH2:4][CH2:5][CH2:6][CH2:7]/[CH:8]=[CH:9]\[C:10]1[C:14](=[O:15])[CH2:13][CH:12]([OH:17])[CH:11]=1)([OH:3])=[O:2] |f:1.2|. Reported procedure: A solution of 1.0 mmole of all-cis-(6-carboxy-2-cis-hexenyl)-3,4-oxidocyclopentanone (Example 62) and 3.0 mmoles of sodium carbonate in 15 ml. of water is allowed to stand at room temperature for 3 hours. The solution is acidified with HCL, saturated with sodium chloride, and extracted with ether. The extract is washed with brine, dried over magnesium sulfate and concentrated to give a mixture of the title compound and the isomeric compound, 2-(6-carboxy-2-cis-hexenyl)-3-hydroxycyclopent-4-en-1-... Reactants: C(C)(C)N(NC(COC)=O)C(=O)C1=CN2CCOC3=C(C2=N1)C=CC(=C3)Br (8-Bromo-4,5-dihydro-6-oxa-1,3a-diaza-benzo[e]azulene-2-carboxylic acid N-isopropyl-N′-(2-methoxy-acetyl)-hydrazide), resultant mixture, C(C)(=O)O (acetic acid), [Cl-].[NH4+] (ammonium chloride), [Cl-].[NH4+] (ammonium chloride). Solvent: O(Cl)Cl.[P+5] (phosphorus (V) oxychloride). Conditions: temperature 100 celsius, time 18 hour. Product: BrC1=CC2=C(C3=NC(=CN3CCO2)C=2N(N=C(N2)COC)C(C)C)C=C1 (8-Bromo-2-(2-isopropyl-5-methoxymethyl-2H-[1,2,4]triazol-3-yl)-4,5-dihydro-6-oxa-1,3a-diaza-benzo[e]azulene). Isolated yield 76.0%. RXN SMILES: [CH:1]([N:4]([C:11]([C:13]1[N:22]=[C:21]2[N:15]([CH2:16][CH2:17][O:18][C:19]3[CH:26]=[C:25]([Br:27])[CH:24]=[CH:23][C:20]=32)[CH:14]=1)=O)[NH:5][C:6](=O)[CH2:7][O:8][CH3:9])([CH3:3])[CH3:2].C(O)(=O)C.[Cl-].[NH4+:33]>O(Cl)Cl.[P+5]>[Br:27][C:25]1[CH:24]=[CH:23][C:20]2[C:21]3[N:15]([CH2:16][CH2:17][O:18][C:19]=2[CH:26]=1)[CH:14]=[C:13]([C:11]1[N:4]([CH:1]([CH3:3])[CH3:2])[N:5]=[C:6]([CH2:7][O:8][CH3:9])[N:33]=1)[N:22]=3 |f:2.3,4.5|. Procedure: 8-Bromo-4,5-dihydro-6-oxa-1,3a-diaza-benzo[e]azulene-2-carboxylic acid N-isopropyl-N′-(2-methoxy-acetyl)-hydrazide (1.00 g, 2.29 mmol) was suspended in phosphorus (V) oxychloride (23 mL) then stirred at 100° C. for 18 h. The reaction mixture was concentrated in vacuo and the residue then azeotroped with toluene (×3) giving a brown solid. To the brown solid was added acetic acid (23 mL) and ammonium chloride (1.76 g, 22.9 mmol), the resultant mixture was stirred at 125° C. for 2.5 h then further ... Reactants: BrC1=C(C=2N(C=C1)C(N(N2)CC(C)C)=O)I (7-bromo-8-iodo-2-isobutyl-[1,2,4]triazolo[4,3-a]pyridin-3(2H)-one), C(C)OC1=CC=C(C=C1)B(O)O (4-ethoxyphenylboronic acid), O1CCOCC1 (dioxane), C(=O)([O-])[O-].[K+].[K+] (K2CO3). The reagents and catalysts are C=1C=CC(=CC1)[P](C=2C=CC=CC2)(C=3C=CC=CC3)[Pd]([P](C=4C=CC=CC4)(C=5C=CC=CC5)C=6C=CC=CC6)([P](C=7C=CC=CC7)(C=8C=CC=CC8)C=9C=CC=CC9)[P](C=1C=CC=CC1)(C=1C=CC=CC1)C=1C=CC=CC1 (tetrakis(triphenylphosphine)palladium). Solvent: O (water). Conditions: temperature 200 celsius. The product is C(C)OC1=CC=C(C=C1)C1=C(C=2N(C=C1)C(N(N2)CC(C)C)=O)C2=CC=C(C=C2)OCC (7,8-bis(4-ethoxyphenyl)-2-isobutyl-[1,2,4]triazolo[4,3-a]pyridin-3(2H)-one). RXN SMILES: Br[C:2]1[CH:7]=[CH:6][N:5]2[C:8](=[O:15])[N:9]([CH2:11][CH:12]([CH3:14])[CH3:13])[N:10]=[C:4]2[C:3]=1I.[CH2:17]([O:19][C:20]1[CH:25]=[CH:24][C:23](B(O)O)=[CH:22][CH:21]=1)[CH3:18].C([O-])([O-])=O.[K+].[K+].O1[CH2:40][CH2:39][O:38][CH2:37][CH2:36]1>O.C1C=CC([P]([Pd]([P](C2C=CC=CC=2)(C2C=CC=CC=2)C2C=CC=CC=2)([P](C2C=CC=CC=2)(C2C=CC=CC=2)C2C=CC=CC=2)[P](C2C=CC=CC=2)(C2C=CC=CC=2)C2C=CC=CC=2)(C2C=CC=CC=2)C2C=CC=CC=2)=CC=1>[CH2:17]([O:19][C:20]1[CH:25]=[CH:24][C:23]([C:2]2[CH:7]=[CH:6][N:5]3[C:8](=[O:15])[N:9]([CH2:11][CH:12]([CH3:14])[CH3:13])[N:10]=[C:4]3[C:3]=2[C:2]2[CH:3]=[CH:4][C:37]([O:38][CH2:39][CH3:40])=[CH:36][CH:7]=2)=[CH:22][CH:21]=1)[CH3:18] |f:2.3.4,^1:45,47,66,85|. Reported procedure: To a stirring, degassed mixture of 7-bromo-8-iodo-2-isobutyl-[1,2,4]triazolo[4,3-a]pyridin-3(2H)-one (50 mg, 0.13 mmol), 4-ethoxyphenylboronic acid (40 mg, 0.28 mmol), and tetrakis(triphenylphosphine)palladium (7 mg, 0.006 mmol) in dioxane (1.0 mL) at 20° C. was added K2CO3 (40 mg, 0.25 mmol) in water (0.3 mL). The resulting reaction mixture was heated in a microwave reactor at 200° C. for 10 min under argon. Analysis by HPLC/MS indicated that starting material had been consumed. The reaction mi... Reactants: C(=O)(N1C=NC=C1)N1C=NC=C1 (1,1′-carbonyldiimidazole), N1=CN=CC(=C1)C(=O)O (pyrimidine-5-carboxylic acid), Cl.CNOC (N,O-dimethylhydroxylamine hydrochloride). Solvent: [NH4+].[Cl-] (NH4Cl), O (water), C(Cl)Cl (DCM). Run at time 5 day. The product is CON(C(=O)C=1C=NC=NC1)C (N-Methoxy-N-methylpyrimidine-5-carboxamide). RXN SMILES: C(N1C=CN=C1)(N1C=CN=C1)=O.[N:13]1[CH:18]=[C:17]([C:19]([OH:21])=O)[CH:16]=[N:15][CH:14]=1.Cl.[CH3:23][NH:24][O:25][CH3:26]>C(Cl)Cl.[NH4+].[Cl-].O>[CH3:26][O:25][N:24]([CH3:23])[C:19]([C:17]1[CH:16]=[N:15][CH:14]=[N:13][CH:18]=1)=[O:21] |f:2.3,5.6|. Procedure: 1,1′-carbonyldiimidazole (1.23 g, 7.57 mmol) was added to a suspension of pyrimidine-5-carboxylic acid (783 mg, 6.31 mmol) in DCM (20 mL) and the mixture was stirred at room temperature for 15 min before addition of N,O-dimethylhydroxylamine hydrochloride (739 mg, 7.57 mmol). The mixture was stirred at room temperature for 5 d, then was diluted with saturated aqueous NH4Cl and water and extracted with DCM. The organic phase was washed with water, and the aqueous phases were back-extracted with D... The reactants are BrCC1=CC=2C(=C3C=C(C(NC3=C(C2)C)=O)CC)O1 (2-Bromomethyl-8-ethyl-5-methyl-6,7-dihydrofuro[2,3-f]quinoline-7-one), [N-]=[N+]=[N-].[Na+] (sodium azide). Solvent: CN(C=O)C (dimethylformamide). Reaction conditions: temperature 120 celsius, time 100 minute. Yields the product N(=[N+]=[N-])CC1=CC=2C(=C3C=C(C(NC3=C(C2)C)=O)CC)O1 (2-Azidomethyl-8-ethyl-5-methyl-6,7-dihydrofuro[2,3-f]quinoline-7-one). The yield is 85.5%. RXN SMILES: Br[CH2:2][C:3]1[O:19][C:6]2=[C:7]3[C:12](=[C:13]([CH3:15])[CH:14]=[C:5]2[CH:4]=1)[NH:11][C:10](=[O:16])[C:9]([CH2:17][CH3:18])=[CH:8]3.[N-:20]=[N+:21]=[N-:22].[Na+]>CN(C)C=O>[N:20]([CH2:2][C:3]1[O:19][C:6]2=[C:7]3[C:12](=[C:13]([CH3:15])[CH:14]=[C:5]2[CH:4]=1)[NH:11][C:10](=[O:16])[C:9]([CH2:17][CH3:18])=[CH:8]3)=[N+:21]=[N-:22] |f:1.2|. Reported procedure: To a solution of the compound obtained in Example 308 (3.04 g, 9.45 mmol) in dimethylformamide (150 ml), sodium azide (1.54 g, 26.6 mmol) was added, and the solution was stirred at 120° C. for 100 minutes. The reaction liquid was condensed under reduced pressure, and the residue was extracted from a solvent mixture of chloroform-methanol (4:1). The organic phase was washed with saturated aqueous NaCl solution, dried over sodium sulfate, and condensed under reduced pressure. The resultant residue... Starting materials: [BH4-], CCSc1ncc(C=C(C#N)C#N)n1C, Cl, [Na+], C1CCOC1. The product is CCSc1ncc(CC(C#N)C#N)n1C. As a reaction SMILES: [BH4-:16].[CH2:1]([CH3:2])[S:3][c:4]1[n:5]([CH3:15])[c:6]([CH:9]=[C:10]([C:11]#[N:12])[C:13]#[N:14])[cH:7][n:8]1.[ClH:18].[Na+:17].[O:19]1[CH2:20][CH2:21][CH2:22][CH2:23]1>>[CH2:1]([CH3:2])[S:3][c:4]1[n:5]([CH3:15])[c:6]([CH2:9][CH:10]([C:11]#[N:12])[C:13]#[N:14])[cH:7][n:8]1.